Dataset: the Open Reaction Database (ORD), a public repository of structured organic reaction records. Task: describe an organic reaction: reactants, conditions, products, and yield Reaction SMILES: [NH2:1][C:2]1[N:7]=[CH:6][N:5]=[C:4]2[N:8]([CH:32]3[CH2:36][CH2:35][NH:34][CH2:33]3)[N:9]=[C:10]([C:11]3[CH:16]=[CH:15][C:14]([NH:17][C:18]([C:20]4[N:21]([CH3:29])[C:22]5[C:27]([CH:28]=4)=[CH:26][CH:25]=[CH:24][CH:23]=5)=[O:19])=[C:13]([O:30][CH3:31])[CH:12]=3)[C:3]=12.[CH3:37][C:38]1[C:42]([CH:43]=O)=[CH:41][NH:40][N:39]=1.C(O[BH-](OC(=O)C)OC(=O)C)(=O)C.[Na+].[OH-].[Na+]>ClC(Cl)C>[NH2:1][C:2]1[N:7]=[CH:6][N:5]=[C:4]2[N:8]([CH:32]3[CH2:36][CH2:35][N:34]([CH2:43][C:42]4[C:38]([CH3:37])=[N:39][NH:40][CH:41]=4)[CH2:33]3)[N:9]=[C:10]([C:11]3[CH:16]=[CH:15][C:14]([NH:17][C:18]([C:20]4[N:21]([CH3:29])[C:22]5[C:27]([CH:28]=4)=[CH:26][CH:25]=[CH:24][CH:23]=5)=[O:19])=[C:13]([O:30][CH3:31])[CH:12]=3)[C:3]=12 |f:2.3,4.5|. Yield: 44.3%. Product: NC1=C2C(=NC=N1)N(N=C2C2=CC(=C(C=C2)NC(=O)C=2N(C1=CC=CC=C1C2)C)OC)C2CN(CC2)CC=2C(=NNC2)C (N2-[4-(4-amino-1-{1-[(3-methyl-1H-4-pyrazolyl)methyl]tetrahydro-1H-3-pyrrolyl}-1H-pyrazolo[3,4-d]pyrimidin-3-yl)-2-methoxyphenyl]-1-methyl-1H-2-indolecarboxamide). The solvent is ClC(C)Cl (dichloroethane). Reactants: [OH-].[Na+] (Sodium hydroxide), CC1=NNC=C1C=O (3-methyl-1H-pyrazol-4-carboxaldehyde), C(C)(=O)O[BH-](OC(C)=O)OC(C)=O.[Na+] (sodium triacetoxy borohydride), NC1=C2C(=NC=N1)N(N=C2C2=CC(=C(C=C2)NC(=O)C=2N(C1=CC=CC=C1C2)C)OC)C2CNCC2 (N2-[4-(4-amino-1-tetrahydro-1H-3-pyrrolyl-1H-pyrazolo[3,4-d]pyrimidin-3-yl)-2-methoxyphenyl]-1-methyl-1H-2-indolecarboxamide). Procedure details: A suspension of N2-[4-(4-amino-1-tetrahydro-1H-3-pyrrolyl-1H-pyrazolo[3,4-d]pyrimidin-3-yl)-2-methoxyphenyl]-1-methyl-1H-2-indolecarboxamide (0.200 g, 0.415 mmol) in dichloroethane (5 mL) was treated with 3-methyl-1H-pyrazol-4-carboxaldehyde (0.091 g, 0.83 mmol) and sodium triacetoxy borohydride (0.176 g, 0.83 mmol). The reaction mixture was stirred at room temperature for 24 h under a nitrogen atmosphere. Sodium hydroxide (1N, 15 mL) was added to the reaction mixture and was stirred for 1 h. Th... Run at time 24 hour. As a reaction SMILES: [CH3:47][OH:48].[ClH:46].[F:1][c:2]1[c:3]([CH2:37][CH2:38][C:39](=[O:40])[O:41][CH2:42][CH3:43])[cH:4][cH:5][c:6]([O:8][CH2:9][c:10]2[cH:11][cH:12][c:13]([CH2:16][n:17]3[n:18][c:19](-[c:30]4[cH:31][cH:32][c:33]([F:36])[cH:34][cH:35]4)[cH:20][c:21]3[CH2:22][CH2:23][c:24]3[cH:25][cH:26][cH:27][cH:28][cH:29]3)[cH:14][cH:15]2)[cH:7]1.[Na+:45].[O:49]1[CH2:50][CH2:51][CH2:52][CH2:53]1.[OH-:44]>>[F:1][c:2]1[c:3]([CH2:37][CH2:38][C:39](=[O:40])[OH:41])[cH:4][cH:5][c:6]([O:8][CH2:9][c:10]2[cH:11][cH:12][c:13]([CH2:16][n:17]3[n:18][c:19](-[c:30]4[cH:31][cH:32][c:33]([F:36])[cH:34][cH:35]4)[cH:20][c:21]3[CH2:22][CH2:23][c:24]3[cH:25][cH:26][cH:27][cH:28][cH:29]3)[cH:14][cH:15]2)[cH:7]1. The reactants are CO, Cl, CCOC(=O)CCc1ccc(OCc2ccc(Cn3nc(-c4ccc(F)cc4)cc3CCc3ccccc3)cc2)cc1F, [Na+], C1CCOC1, [OH-]. The product is O=C(O)CCc1ccc(OCc2ccc(Cn3nc(-c4ccc(F)cc4)cc3CCc3ccccc3)cc2)cc1F. Reactants: Xylenes, C(C)(C)NC1=CC=C(C=2C(C3=CC=CC=C3C(C12)=O)=O)OS(=O)(=O)C1=CC=C(C)C=C1 (1-(isopropylamino)-4-tosyloxyanthraquinone), C(CC)N (n-propyl amine), (CD2Cl2)ε10. Yields the product C(C)(C)NC1=CC=C(C=2C(C3=CC=CC=C3C(C12)=O)=O)NCCC (1-(isopropylamino)-4-(n-propylamino)anthraquinone). Isolated yield 67.0%. RXN SMILES: [CH:1]([NH:4][C:5]1[C:18]2[C:17](=[O:19])[C:16]3[C:11](=[CH:12][CH:13]=[CH:14][CH:15]=3)[C:10](=[O:20])[C:9]=2[C:8](OS(C2C=CC(C)=CC=2)(=O)=O)=[CH:7][CH:6]=1)([CH3:3])[CH3:2].[CH2:32]([NH2:35])[CH2:33][CH3:34]>>[CH:1]([NH:4][C:5]1[C:18]2[C:17](=[O:19])[C:16]3[C:11](=[CH:12][CH:13]=[CH:14][CH:15]=3)[C:10](=[O:20])[C:9]=2[C:8]([NH:35][CH2:32][CH2:33][CH3:34])=[CH:7][CH:6]=1)([CH3:3])[CH3:2]. Procedure: 1-(isopropylamino)-4-(n-propylamino)anthraquinone was prepared by reaction of 1-(isopropylamino)-4-tosyloxyanthraquinone with n-propyl amine. The isolated and purified reaction product has the structure illustrated below. ##STR13## The yield was 67% and the m.p. 120°-121° C. Mass spec m/e 322 (M+), 307 (M-CH3), 293 (M-C2H5), 279 (307-CO), 251 (M-2CO); 1H-NMR (CD2Cl2)ε10.99 br s, 1H), 10.88 (br s, 1H), 8.39-8.22 (m, 2H); 7.77-7.59 (m, 2H), 7.27 (s, 2H), 3.90 (m, 1H), 3.46-3.28 (m, 2H), 1.81-1.58 ... Reactants: BrC1=CC=C(C=C1)C1=C(C(=NO1)C)C1OC1 (5-(4-bromo-phenyl)-3-methyl-4-oxiranyl-isoxazole), FC(C=1C=C(C=CC1)CS)(F)F ((3-trifluoromethyl-phenyl)-methanethiol). Yields the product BrC1=CC=C(C=C1)C1=C(C(=NO1)C)C(CSCC1=CC(=CC=C1)C(F)(F)F)O (1-[5-(4-Bromo-phenyl)-3-methyl-isoxazol-4-yl]-2-(3-trifluoromethyl-benzylsulfanyl)-ethanol). Reaction SMILES: [Br:1][C:2]1[CH:7]=[CH:6][C:5]([C:8]2[O:12][N:11]=[C:10]([CH3:13])[C:9]=2[CH:14]2[CH2:16][O:15]2)=[CH:4][CH:3]=1.[F:17][C:18]([F:28])([F:27])[C:19]1[CH:20]=[C:21]([CH2:25][SH:26])[CH:22]=[CH:23][CH:24]=1>>[Br:1][C:2]1[CH:7]=[CH:6][C:5]([C:8]2[O:12][N:11]=[C:10]([CH3:13])[C:9]=2[CH:14]([OH:15])[CH2:16][S:26][CH2:25][C:21]2[CH:22]=[CH:23][CH:24]=[C:19]([C:18]([F:17])([F:27])[F:28])[CH:20]=2)=[CH:4][CH:3]=1. Procedure details: Prepared according to the procedure described in Example 58, Step 1, using 5-(4-bromo-phenyl)-3-methyl-4-oxiranyl-isoxazole and (3-trifluoromethyl-phenyl)-methanethiol. The reactants are Cc1cccc(C2(O)CCN(C(=O)OC(C)(C)C)CC2)c1, CCOC(C)=O, Cl. Yields the product Cl, Cc1cccc(C2(O)CCNCC2)c1. As a reaction SMILES: [C:1]([O:2][C:3](=[O:4])[N:8]1[CH2:9][CH2:10][C:11]([OH:14])([c:15]2[cH:16][c:17]([CH3:21])[cH:18][cH:19][cH:20]2)[CH2:12][CH2:13]1)([CH3:5])([CH3:6])[CH3:7].[CH3:23][CH2:24][O:25][C:26]([CH3:27])=[O:28].[ClH:22]>>[ClH:22].[NH:8]1[CH2:9][CH2:10][C:11]([OH:14])([c:15]2[cH:16][c:17]([CH3:21])[cH:18][cH:19][cH:20]2)[CH2:12][CH2:13]1.